This data is from the Open Reaction Database (ORD), a public repository of structured organic reaction records. The task is: describe an organic reaction: reactants, conditions, products, and yield Reactants: [Li+].[OH-] (LiOH), COC([C@H](CC1=CC=CC=C1)NC(=O)C=1NC2=CC=C(C=C2C1)Cl)=O ((2S)-[(5-chloro-1H-indole-2-carbonyl)-amino]-3-phenyl-propionic acid methyl ester). The solvent is C1CCOC1 (THF). Reaction conditions: time 0.5 hour. Product: ClC=1C=C2C=C(NC2=CC1)C(=O)NC(C(=O)O)CC1=CC=CC=C1 (2-[(5-Chloro-1H-indole-2-carbonyl)-amino]-3-phenyl-propionic acid). Yield: 91.3%. RXN SMILES: [Li+].[OH-].C[O:4][C:5](=[O:27])[C@@H:6]([NH:14][C:15]([C:17]1[NH:18][C:19]2[C:24]([CH:25]=1)=[CH:23][C:22]([Cl:26])=[CH:21][CH:20]=2)=[O:16])[CH2:7][C:8]1[CH:13]=[CH:12][CH:11]=[CH:10][CH:9]=1>C1COCC1>[Cl:26][C:22]1[CH:23]=[C:24]2[C:19](=[CH:20][CH:21]=1)[NH:18][C:17]([C:15]([NH:14][CH:6]([CH2:7][C:8]1[CH:9]=[CH:10][CH:11]=[CH:12][CH:13]=1)[C:5]([OH:27])=[O:4])=[O:16])=[CH:25]2 |f:0.1|. Procedure details: Aqueous 2M LiOH (33.10 ml) was added to a solution of (2S)-[(5-chloro-1H-indole-2-carbonyl)-amino]-3-phenyl-propionic acid methyl ester (21.47 g, 60 mmol) in THF (140 ml) at 0-5° C. After 0.5 hour, the mixture was partially concentrated, acidified to pH 1-2 with 6N HCl, concentrated to dryness, and the solids washed with water and then etherto yield a colorless solid (18.78g,91%): mp 248-255° C.; HPLC (60/40) 5.21 minutes (98%); TSPMS 343/345 (MH+, 100%). Reactants: C(C1=CC=CC=C1)(=O)Cl (Benzoyl chloride), O[C@]1(C[C@@H]2[C@@H](OC(O2)(C)C)[C@@H](C1)O)C(=O)OC (methyl (3aR,5R,7R,7aS)-5,7-dihydroxy-2.2-dimethylhexahydro-1,3-benzodioxole-5-carboxylate), N1=CC=CC=C1 (pyridine). Solvent: ClCCl (dichloromethane). Run at time 12 hour. The product is C(C1=CC=CC=C1)(=O)O[C@@H]1C[C@@](C[C@@H]2[C@H]1OC(O2)(C)C)(C(=O)OC)O (methyl (3aR,5S,7R,7aR)-7-(benzoyloxy)-5-hydroxy-2,2-dimethylhexahydro-1,3-benzodioxole-5-carboxylate). Yield: 86.1%. RXN SMILES: [C:1](Cl)(=[O:8])[C:2]1[CH:7]=[CH:6][CH:5]=[CH:4][CH:3]=1.[OH:10][C@:11]1([C:23]([O:25][CH3:26])=[O:24])[CH2:21][C@@H:20]([OH:22])[C@@H:14]2[O:15][C:16]([CH3:19])([CH3:18])[O:17][C@@H:13]2[CH2:12]1.N1C=CC=CC=1>ClCCl>[C:1]([O:22][C@H:20]1[C@@H:14]2[O:15][C:16]([CH3:18])([CH3:19])[O:17][C@@H:13]2[CH2:12][C@@:11]([OH:10])([C:23]([O:25][CH3:26])=[O:24])[CH2:21]1)(=[O:8])[C:2]1[CH:7]=[CH:6][CH:5]=[CH:4][CH:3]=1. Reported procedure: Benzoyl chloride (0.78 mL, 6.7 mmol) was added dropwise to 0° C. a solution of Example 13B (1.65 g, 6.7 mmol) and pyridine (0.82 mL, 10.1 mmol) in dichloromethane (40 mL). After stirring for 12 hours, the reaction mixture was washed with aqueous HCl (2N), saturated NaHCO3 solution, and brine, dried (MgSO4), filtered and concentrated. The concentrate was purified by flash chromatography using hexanes/ethyl acetate (3/2) to afford 2.02 g (86%) of the desired product as a white solid. The reactants are BrC=1N=C(N(C1C1=NC(=NC=C1)NC[C@H](C)NC(OC(C)(C)C)=O)COCC[Si](C)(C)C)C1(CC1)C ((S)-tert-butyl 1-(4-(4-bromo-2-(1-methylcyclopropyl)-1-((2-(trimethylsilyl)ethoxy)methyl)-1H-imidazol-5-yl)pyrimidin-2-ylamino)propan-2-ylcarbamate). The solvent is Cl (HCl), CO (MeOH). Run at time 8 hour. Yields the product BrC=1N=C(NC1C1=NC(=NC=C1)NC[C@H](C)N)C1(CC1)C ((S)—N1-(4-(4-bromo-2-(1-methylcyclopropyl)-1H-imidazol-5-yl)pyrimidin-2-yl)propane-1,2-diamine). Yield: 136.0%. As a reaction SMILES: [Br:1][C:2]1[N:3]=[C:4]([C:33]2([CH3:36])[CH2:35][CH2:34]2)[N:5](COCC[Si](C)(C)C)[C:6]=1[C:7]1[CH:12]=[CH:11][N:10]=[C:9]([NH:13][CH2:14][C@@H:15]([NH:17]C(=O)OC(C)(C)C)[CH3:16])[N:8]=1>Cl.CO>[Br:1][C:2]1[N:3]=[C:4]([C:33]2([CH3:36])[CH2:35][CH2:34]2)[NH:5][C:6]=1[C:7]1[CH:12]=[CH:11][N:10]=[C:9]([NH:13][CH2:14][C@@H:15]([NH2:17])[CH3:16])[N:8]=1. Procedure: A mixture of (S)-tert-butyl 1-(4-(4-bromo-2-(1-methylcyclopropyl)-1-((2-(trimethylsilyl)ethoxy)methyl)-1H-imidazol-5-yl)pyrimidin-2-ylamino)propan-2-ylcarbamate (2.46 g, 4.23 mmol) in concentrated HCl (1.3 mL) and MeOH (20 mL) was stirred at room temperature overnight. LCMS indicated only 30% conversion; the reaction was then heated at 60° C. for 4 hours and stirred overnight at room temperature. LCMS indicated complete conversion and the reaction mixture was concentrated to a yellow solid to af...